This data is from the Open Reaction Database (ORD), a public repository of structured organic reaction records. The task is: describe an organic reaction: reactants, conditions, products, and yield The reactants are ClC=1C=C(C=CC1)C1=CC(=NC2=CC=C(C=C12)C(O)(C=1C=NC=CC1)C=1C=NC=CC1)OC ([4-(3-chloro-phenyl)-2-methoxy-quinolin-6-yl]-di-pyridin-3-yl-methanol), Cl (HCl), C1CCOC1 (THF). The product is ClC=1C=C(C=CC1)C1=CC(N(C2=CC=C(C=C12)C(C=1C=NC=CC1)(C=1C=NC=CC1)O)C)=O (4-(3-Chloro-Phenyl)-6-(Hydroxy-di-Pyridin-3-yl-Methyl)-1-Methyl-1H-Quinolin-2-One). Isolated yield 100.0%. Reaction SMILES: [Cl:1][C:2]1[CH:3]=[C:4]([C:8]2[C:17]3[C:12](=[CH:13][CH:14]=[C:15]([C:18]([C:26]4[CH:27]=[N:28][CH:29]=[CH:30][CH:31]=4)([C:20]4[CH:21]=[N:22][CH:23]=[CH:24][CH:25]=4)[OH:19])[CH:16]=3)[N:11]=[C:10]([O:32]C)[CH:9]=2)[CH:5]=[CH:6][CH:7]=1.Cl.[CH2:35]1COCC1>>[Cl:1][C:2]1[CH:3]=[C:4]([C:8]2[C:17]3[C:12](=[CH:13][CH:14]=[C:15]([C:18]([OH:19])([C:26]4[CH:27]=[N:28][CH:29]=[CH:30][CH:31]=4)[C:20]4[CH:21]=[N:22][CH:23]=[CH:24][CH:25]=4)[CH:16]=3)[N:11]([CH3:35])[C:10](=[O:32])[CH:9]=2)[CH:5]=[CH:6][CH:7]=1. Procedure: Following the same procedure as described in example 1F, [4-(3-chloro-phenyl)-2-methoxy-quinolin-6-yl]-di-pyridin-3-yl-methanol (300 mg, 0.66 mmol) was treated with HCl in aqueous THF to yield the title compound (290 mg, 100% yield). RXN SMILES: [Br:1][C:2]1[CH:3]=[C:4]([CH2:10][CH:11]([OH:13])[CH3:12])[CH:5]=[CH:6][C:7]=1[O:8][CH3:9].[N+:14]([C:17]1[CH:24]=[CH:23][C:20]([CH:21]=O)=[CH:19][CH:18]=1)([O-:16])=[O:15].Cl.O>C1C=CC=CC=1.[Cl-].[Zn+2].[Cl-]>[Br:1][C:2]1[CH:3]=[C:4]2[C:5](=[CH:6][C:7]=1[O:8][CH3:9])[CH:21]([C:20]1[CH:23]=[CH:24][C:17]([N+:14]([O-:16])=[O:15])=[CH:18][CH:19]=1)[O:13][CH:11]([CH3:12])[CH2:10]2 |f:5.6.7|. Run in C1=CC=CC=C1 (benzene). The reactants are BrC=1C=C(C=CC1OC)CC(C)O (1-(3-bromo-4-methoxyphenyl)-propan-2-ol), [N+](=O)([O-])C1=CC=C(C=O)C=C1 (4-nitrobenzaldehyde), O (water), Cl (hydrogen chloride). Yields the product BrC=1C=C2CC(OC(C2=CC1OC)C1=CC=C(C=C1)[N+](=O)[O-])C (6-bromo-3-methyl-7-methoxy-1-(4-nitrophenyl)-isochroman). Reagents/catalysts: [Cl-].[Zn+2].[Cl-] (zinc chloride). Run at time 1 hour. Procedure: 18.04 g (132.4 mmol) of freshly melted zinc chloride is added to a solution of 32.46 g (132.4 mmol) of 1-(3-bromo-4-methoxyphenyl)-propan-2-ol and 20.01 g (132.4 mmol) of 4-nitrobenzaldehyde in 166 ml of dry benzene, and then dry hydrogen chloride gas is introduced for 3 hours. The reaction mixture is then heated to boiling for 1 hour and stirred with 150 ml of water. The organic phase is separated and washed in succession with water (2×50 ml), 20% sodium hydrogen sulfite solution (100 ml), 8% s... Starting materials: FC1=CC=C(CN)C=C1 (4-fluorobenzylamine), ClC=1C2=C(N=C(N1)C1=NC=CN=C1)SC(=C2)C(F)(F)F (4-chloro-2-(pyrazin-2-yl)-6-trifluoromethyl-thieno-[2,3-d]-pyrimidine). The product is N1=C(C=NC=C1)C=1N=C(C2=C(N1)SC(=C2)C(F)(F)F)NCC2=CC=C(C=C2)F (2(pyrazin-2-yl)-4-(4-fluorobenzylamino)-6-trifluoromethyl-thieno-[2,3-d]-pyrimidine). RXN SMILES: [F:1][C:2]1[CH:9]=[CH:8][C:5]([CH2:6][NH2:7])=[CH:4][CH:3]=1.Cl[C:11]1[C:12]2[CH:25]=[C:24]([C:26]([F:29])([F:28])[F:27])[S:23][C:13]=2[N:14]=[C:15]([C:17]2[CH:22]=[N:21][CH:20]=[CH:19][N:18]=2)[N:16]=1>>[N:18]1[CH:19]=[CH:20][N:21]=[CH:22][C:17]=1[C:15]1[N:16]=[C:11]([NH:7][CH2:6][C:5]2[CH:8]=[CH:9][C:2]([F:1])=[CH:3][CH:4]=2)[C:12]2[CH:25]=[C:24]([C:26]([F:28])([F:29])[F:27])[S:23][C:13]=2[N:14]=1. Procedure details: With the procedure of Example 1, the reaction of 4-fluorobenzylamine with 4-chloro-2-(pyrazin-2-yl)-6-trifluoromethyl-thieno-[2,3-d]-pyrimidine yields 2(pyrazin-2-yl)-4-(4-fluorobenzylamino)-6-trifluoromethyl-thieno-[2,3-d]-pyrimidine. Yields the product BrC1=C(C=CC=C1)C1=NC2=C(N1)C=C(C(=C2)F)F (2-(2-Bromo-phenyl)-5,6-difluoro-1H-benzoimidazole). Procedure details: The title compound was prepared in analogy to Example 19, intermediate b, from 4,5-difluoro-benzene-1,2-diamine (CAS Reg. No. 76179-40-3) and 2-bromo-benzoic acid (CAS Reg. No. 88-65-3). Colorless powder (75%). MS (Turbo Spray): m/z=309.2 (M+H). Starting materials: powder, ClC1=CC(=C(C=C1)C1=NC2=C(N1CC1=CC=C(C=C1)CCC(=O)O)C=C(C(=C2)F)F)OCC2CCCC2 (3-{4-[2-(4-Chloro-2-cyclopentylmethoxy-phenyl)-5,6-difluoro-benzoimidazol-1-ylmethyl]-phenyl}-propionic acid), FC=1C=C(C(=CC1F)N)N (4,5-difluoro-benzene-1,2-diamine), BrC1=C(C(=O)O)C=CC=C1 (2-bromo-benzoic acid). RXN SMILES: Cl[C:2]1[CH:7]=[CH:6][C:5]([C:8]2[N:12](CC3C=CC(CCC(O)=O)=CC=3)[C:11]3[CH:25]=[C:26]([F:30])[C:27]([F:29])=[CH:28][C:10]=3[N:9]=2)=[C:4](OCC2CCCC2)[CH:3]=1.FC1C=C(N)C(N)=CC=1F.[Br:48]C1C=CC=CC=1C(O)=O>>[Br:48][C:4]1[CH:3]=[CH:2][CH:7]=[CH:6][C:5]=1[C:8]1[NH:12][C:11]2[CH:25]=[C:26]([F:30])[C:27]([F:29])=[CH:28][C:10]=2[N:9]=1.